This data is from the Open Reaction Database (ORD), a public repository of structured organic reaction records. The task is: describe an organic reaction: reactants, conditions, products, and yield Starting materials: C(C)(=O)OCC(C)=C (methallyl acetate), C1=CC=CC=C1 (benzene), [Cl-].[Al+3].[Cl-].[Cl-] (aluminum chloride), C1=CC=CC=C1 (benzene), [Cl-].[Al+3].[Cl-].[Cl-] (aluminum chloride). Reaction conditions: temperature 5 celsius, time 0.5 hour. Product: C(C)(=O)OCC(C)(C)C1=CC=CC=C1 (neophyl acetate). RXN SMILES: [C:1]([O:4][CH2:5][C:6](=[CH2:8])[CH3:7])(=[O:3])[CH3:2].[Cl-].[Al+3].[Cl-].[Cl-].[CH:13]1[CH:18]=[CH:17][CH:16]=[CH:15][CH:14]=1>>[C:1]([O:4][CH2:5][C:6]([C:13]1[CH:18]=[CH:17][CH:16]=[CH:15][CH:14]=1)([CH3:7])[CH3:8])(=[O:3])[CH3:2] |f:1.2.3.4|. Procedure: Mix methallyl acetate (228 g, 2.0 mol) and benzene (1 L) and cool to 5° C. Add aluminum chloride (266 g, 2.0 mol) over approximately 30 minutes while maintaining the temperature below 10° C. Add, in portions of 50 mL to 80 mL each, to a 5° C. mixture of aluminum chloride (15 g) in benzene (600 mL). After addition is complete, stir at 0-3° C. for ½ hour, pour onto ice (2 kg) and separate the organic layer. Wash with water (2×300 mL), dry (Na2SO4), and distill to give neophyl acetate. Starting materials: Nc1cccc(Cl)c1, Clc1nc2ccccc2[nH]1. Yields the product Cl, Clc1cccc(Nc2nc3ccccc3[nH]2)c1. RXN SMILES: [Cl:11][c:12]1[cH:13][c:14]([NH2:15])[cH:16][cH:17][cH:18]1.[Cl:1][c:2]1[nH:3][c:4]2[c:5]([n:6]1)[cH:7][cH:8][cH:9][cH:10]2>>[ClH:1].[c:2]1([NH:15][c:14]2[cH:13][c:12]([Cl:11])[cH:18][cH:17][cH:16]2)[nH:3][c:4]2[c:5]([n:6]1)[cH:7][cH:8][cH:9][cH:10]2. Reactants: COC(=O)C=CCCC(C)C1CCC2C3CCC4CC(OC=O)CCC4(C)C3CC(OC=O)C12C, CCOC(C)=O. Reaction SMILES: [CH3:1][O:2][C:3]([CH:4]=[CH:5][CH2:6][CH2:7][CH:8]([CH3:9])[CH:10]1[CH2:11][CH2:12][CH:13]2[CH:14]3[CH2:15][CH2:16][CH:17]4[CH2:18][CH:19]([O:32][CH:33]=[O:34])[CH2:20][CH2:21][C:22]4([CH3:23])[CH:24]3[CH2:25][CH:26]([O:29][CH:30]=[O:31])[C:27]12[CH3:28])=[O:35].[CH3:36][CH2:37][O:38][C:39](=[O:40])[CH3:41]>>[CH3:1][O:2][C:3]([CH2:4][CH2:5][CH2:6][CH2:7][CH:8]([CH3:9])[CH:10]1[CH2:11][CH2:12][CH:13]2[CH:14]3[CH2:15][CH2:16][CH:17]4[CH2:18][CH:19]([O:32][CH:33]=[O:34])[CH2:20][CH2:21][C:22]4([CH3:23])[CH:24]3[CH2:25][CH:26]([O:29][CH:30]=[O:31])[C:27]12[CH3:28])=[O:35]. Product: COC(=O)CCCCC(C)C1CCC2C3CCC4CC(OC=O)CCC4(C)C3CC(OC=O)C12C. Starting materials: C(C)(C)(C)[Si](C)(C)OC1=C(C=CC(=C1)C)Cl (tert-butyl(2-chloro-5-methylphenoxy)dimethylsilane), BrN1C(CCC1=O)=O (N-bromosuccinimide). Reagents/catalysts: C(C1=CC=CC=C1)(=O)OOC(C1=CC=CC=C1)=O (benzoyl peroxide). Run in C(Cl)(Cl)Cl (CHCl3). Conditions: temperature 85 celsius. Yields the product BrCC=1C=CC(=C(O[Si](C)(C)C(C)(C)C)C1)Cl ((5-(bromomethyl)-2-chlorophenoxy)(tert-butyl)dimethylsilane). Isolated yield 33.5%. As a reaction SMILES: [C:1]([Si:5]([O:8][C:9]1[CH:14]=[C:13]([CH3:15])[CH:12]=[CH:11][C:10]=1[Cl:16])([CH3:7])[CH3:6])([CH3:4])([CH3:3])[CH3:2].[Br:17]N1C(=O)CCC1=O>C(Cl)(Cl)Cl.C(OOC(=O)C1C=CC=CC=1)(=O)C1C=CC=CC=1>[Br:17][CH2:15][C:13]1[CH:12]=[CH:11][C:10]([Cl:16])=[C:9]([CH:14]=1)[O:8][Si:5]([C:1]([CH3:4])([CH3:3])[CH3:2])([CH3:7])[CH3:6]. Procedure details: A solution containing tert-butyl(2-chloro-5-methylphenoxy)dimethylsilane 80 (6.15 g, 24 mmol), N-bromosuccinimide (4.7 g, 26 mmol), and benzoyl peroxide (0.058 g, 0.24 mmol) in 40 mL of dry CHCl3 was purged with N2 and heated to 85° C. The reaction was exposed to a 60 W lamp and was stirred at reflux for 4 h. The lamp was removed and the reaction was cooled to room temperature. The solution was concentrated and was redissolved in ether. The mixture was filtered and then concentrated again. The c... The reactants are CC(=O)Cl, CCOC(C)=O, O=c1[nH]c2c(c3nc(-c4ccccc4F)cn13)CN(Cc1ccccc1F)CC2, [H-], [Na+], CN(C)C=O. Reaction SMILES: [CH3:32][C:33]([Cl:34])=[O:35].[CH3:41][CH2:42][O:43][C:44](=[O:45])[CH3:46].[F:1][c:2]1[c:3]([CH2:4][N:5]2[CH2:6][c:7]3[c:8]4[n:9]([c:10](=[O:15])[nH:11][c:12]3[CH2:13][CH2:14]2)[cH:16][c:17](-[c:19]2[c:20]([F:25])[cH:21][cH:22][cH:23][cH:24]2)[n:18]4)[cH:26][cH:27][cH:28][cH:29]1.[H-:30].[Na+:31].[O:36]=[CH:37][N:38]([CH3:39])[CH3:40]>>[F:1][c:2]1[c:3]([CH2:4][N:5]2[CH2:6][c:7]3[c:8]4[n:9]([c:10](=[O:15])[n:11]([C:33]([CH3:32])=[O:35])[c:12]3[CH2:13][CH2:14]2)[cH:16][c:17](-[c:19]2[c:20]([F:25])[cH:21][cH:22][cH:23][cH:24]2)[n:18]4)[cH:26][cH:27][cH:28][cH:29]1. Yields the product CC(=O)n1c2c(c3nc(-c4ccccc4F)cn3c1=O)CN(Cc1ccccc1F)CC2.